Dataset: the Open Reaction Database (ORD), a public repository of structured organic reaction records. Task: describe an organic reaction: reactants, conditions, products, and yield The reactants are CCc1cc([N+](=O)[O-])c(OC)cc1N1CCC(N2CCN(S(C)(=O)=O)CC2)CC1, CCOC(C)=O. The product is CCc1cc(N)c(OC)cc1N1CCC(N2CCN(S(C)(=O)=O)CC2)CC1. As a reaction SMILES: [CH2:1]([CH3:2])[c:3]1[c:4]([N:14]2[CH2:15][CH2:16][CH:17]([N:20]3[CH2:21][CH2:22][N:23]([S:26](=[O:27])(=[O:28])[CH3:29])[CH2:24][CH2:25]3)[CH2:18][CH2:19]2)[cH:5][c:6]([O:12][CH3:13])[c:7]([N+:9]([O-:10])=[O:11])[cH:8]1.[CH3:30][CH2:31][O:32][C:33]([CH3:34])=[O:35]>>[CH2:1]([CH3:2])[c:3]1[c:4]([N:14]2[CH2:15][CH2:16][CH:17]([N:20]3[CH2:21][CH2:22][N:23]([S:26](=[O:27])(=[O:28])[CH3:29])[CH2:24][CH2:25]3)[CH2:18][CH2:19]2)[cH:5][c:6]([O:12][CH3:13])[c:7]([NH2:9])[cH:8]1. Reactants: CC(=O)Nc1cccc(B(O)O)c1, Cl, O=C(CC1CN2CCC1CC2)Nc1ccc(Br)cc1, [Na+], [Na+], O=C([O-])[O-], CN(C)C=O. Product: CC(=O)Nc1cccc(-c2ccc(NC(=O)CC3CN4CCC3CC4)cc2)c1, Cl. RXN SMILES: [C:1]([CH3:2])(=[O:3])[NH:4][c:5]1[cH:6][c:7]([B:11]([OH:12])[OH:13])[cH:8][cH:9][cH:10]1.[ClH:20].[N:21]12[CH2:22][CH:23]([CH2:29][C:30](=[O:31])[NH:32][c:33]3[cH:34][cH:35][c:36]([Br:39])[cH:37][cH:38]3)[CH:24]([CH2:25][CH2:26]1)[CH2:27][CH2:28]2.[Na+:14].[Na+:15].[O-:16][C:17](=[O:18])[O-:19].[O:40]=[CH:41][N:42]([CH3:43])[CH3:44]>>[C:1]([CH3:2])(=[O:3])[NH:4][c:5]1[cH:6][c:7](-[c:36]2[cH:35][cH:34][c:33]([NH:32][C:30]([CH2:29][CH:23]3[CH2:22][N:21]4[CH2:26][CH2:25][CH:24]3[CH2:27][CH2:28]4)=[O:31])[cH:38][cH:37]2)[cH:8][cH:9][cH:10]1.[ClH:20]. The reactants are NC=1C=C2N(CC3(N(C2=O)CCN3C(=O)C=3C(=NOC3)C)C3=CC=C(C=C3)OC)C1 (7-amino-10a-(4-methoxyphenyl)-1-[(3-methyl-1,2-oxazol-4-yl)carbonyl]-2,3,10,10a-tetrahydro-1H,5H-imidazo[1,2-a]pyrrolo[1,2-d]-pyrazin-5-one), C1(CCCCC1)=O (cyclohexanone), C(C)(=O)O (acetic acid), C(C)(=O)O (acetic acid), C(C)(=O)O[BH-](OC(C)=O)OC(C)=O.[Na+] (sodium triacetoxyborohydride), C1(CCCCC1)=O (cyclohexanone). Run in C(Cl)Cl (CH2Cl2). Yields the product C1(CCCCC1)NC=1C=C2N(CC3(N(C2=O)CCN3C(=O)C=3C(=NOC3)C)C3=CC=C(C=C3)OC)C1 (7-(cyclohexylamino)-10a-(4-methoxyphenyl)-1-[(3-methyl-1,2-oxazol-4-yl)carbonyl]-2,3,10,10a-tetrahydro-1H,5H-imidazo[1,2-a]pyrrolo[1,2-d]pyrazin-5-one), solid. Isolated yield 1.0%. RXN SMILES: [NH2:1][C:2]1[CH:3]=[C:4]2[C:9](=[O:10])[N:8]3[CH2:11][CH2:12][N:13]([C:14]([C:16]4[C:17]([CH3:21])=[N:18][O:19][CH:20]=4)=[O:15])[C:7]3([C:22]3[CH:27]=[CH:26][C:25]([O:28][CH3:29])=[CH:24][CH:23]=3)[CH2:6][N:5]2[CH:30]=1.[C:31]1(=O)[CH2:36][CH2:35][CH2:34][CH2:33][CH2:32]1.C(O)(=O)C.C(O[BH-](OC(=O)C)OC(=O)C)(=O)C.[Na+]>C(Cl)Cl>[CH:31]1([NH:1][C:2]2[CH:3]=[C:4]3[C:9](=[O:10])[N:8]4[CH2:11][CH2:12][N:13]([C:14]([C:16]5[C:17]([CH3:21])=[N:18][O:19][CH:20]=5)=[O:15])[C:7]4([C:22]4[CH:27]=[CH:26][C:25]([O:28][CH3:29])=[CH:24][CH:23]=4)[CH2:6][N:5]3[CH:30]=2)[CH2:36][CH2:35][CH2:34][CH2:33][CH2:32]1 |f:3.4|. Procedure details: To a solution of 7-amino-10a-(4-methoxyphenyl)-1-[(3-methyl-1,2-oxazol-4-yl)carbonyl]-2,3,10,10a-tetrahydro-1H,5H-imidazo[1,2-a]pyrrolo[1,2-d]-pyrazin-5-one (33 mg, 0.081 mmol) in CH2Cl2 (0.5 mL) was added cyclohexanone (9 μL, 0.081 mmol), acetic acid (7 μL, 0.12 mmol) followed by sodium triacetoxyborohydride (26 mg, 0.12 mmol). After stirring the mixture for three further hours, cyclohexanone (20 μL, 0.18 mmol) was added followed by the addition of additional acetic acid (20 μL, 0.34 mmol). The... Reactants: [H-].[Al+3].[Li+].[H-].[H-].[H-] (lithium aluminum hydride), CC(=CCCC1=CCC(CC1)C(=O)O)C (4-(4-methyl-3-pentenyl)-3-cyclohexen-1-carboxylic acid), [H-].[Al+3].[Li+].[H-].[H-].[H-] (LAH). The solvent is C1CCOC1 (THF), O1CCCC1 (Tetrahydrofuran). Run at temperature 0 celsius. The product is CC(=CCCC1=CCC(CC1)CO)C (4-(4-methyl-3-pentenyl)-3-cyclohexen-1-methanol). Isolated yield 95.3%. As a reaction SMILES: [H-].[Al+3].[Li+].[H-].[H-].[H-].[CH3:7][C:8]([CH3:21])=[CH:9][CH2:10][CH2:11][C:12]1[CH2:17][CH2:16][CH:15]([C:18](O)=[O:19])[CH2:14][CH:13]=1>C1COCC1>[CH3:7][C:8]([CH3:21])=[CH:9][CH2:10][CH2:11][C:12]1[CH2:17][CH2:16][CH:15]([CH2:18][OH:19])[CH2:14][CH:13]=1 |f:0.1.2.3.4.5|. Procedure details: 4-(4-methyl-3-pentenyl)-3-cyclohexen-1-methanol was synthesized as follows. An oven-dried refluxing condenser and an oven-dried 125 ml pressure-equalized addition funnel was attached to an oven-dried 500 ml 3-neck round-bottom flask. A magnetic stir bar was added, along with lithium aluminum hydride (LAH; 3.64 g or 96 mmol). Tetrahydrofuran (100 ml) was then added, and the suspension was cooled to 0° C. in an ice bath. A solution of 4-(4-methyl-3-pentenyl)-3-cyclohexen-1-carboxylic acid (10 g or... Reactants: [Al+3], [Al+3], Cc1ccccc1, [Cl-], [Cl-], [Cl-], CN1CC2c3ccccc3Oc3ccc(Cl)cc3C2C1=O, [H-], [H-], [H-], [H-], [Li+], [Na+], C1CCOC1, [OH-], O. The product is CN1CC2c3ccccc3Oc3ccc(Cl)cc3C2C1. Reaction SMILES: [Al+3:2].[Al+3:6].[CH3:40][c:41]1[cH:42][cH:43][cH:44][cH:45][cH:46]1.[Cl-:1].[Cl-:3].[Cl-:4].[Cl:11][c:12]1[cH:13][c:14]2[c:15]([cH:30][cH:31]1)[O:16][c:17]1[c:18]([cH:26][cH:27][cH:28][cH:29]1)[CH:19]1[CH:20]2[C:21](=[O:25])[N:22]([CH3:24])[CH2:23]1.[H-:10].[H-:5].[H-:8].[H-:9].[Li+:7].[Na+:33].[O:34]1[CH2:35][CH2:36][CH2:37][CH2:38]1.[OH-:32].[OH2:39]>>[Cl:11][c:12]1[cH:13][c:14]2[c:15]([cH:30][cH:31]1)[O:16][c:17]1[c:18]([cH:26][cH:27][cH:28][cH:29]1)[CH:19]1[CH:20]2[CH2:21][N:22]([CH3:24])[CH2:23]1. Reactants: O (water), BrC=1C=CC(=NC1)C(=O)NCCC(=O)OCC (Ethyl 3-(5-bromopicolinamido)propanoate), ClC1=CC(=C(C=C1)B(O)O)C=O ((4-chloro-2-formylphenyl)boronic acid), C(=O)([O-])[O-].[K+].[K+] (K2CO3). The reagents and catalysts are C1=CC=C(C=C1)P([C-]2C=CC=C2)C3=CC=CC=C3.C1=CC=C(C=C1)P([C-]2C=CC=C2)C3=CC=CC=C3.Cl[Pd]Cl.[Fe+2] (Pd(dppf)Cl2). The solvent is O1CCOCC1 (1,4-dioxane), CCOC(=O)C (EtOAc). Product: ClC1=CC(=C(C=C1)C=1C=CC(=NC1)C(=O)NCCC(=O)OCC)C=O (ethyl 3-(5-(4-chloro-2-formylphenyl)picolinamido)propanoate). RXN SMILES: Br[C:2]1[CH:3]=[CH:4][C:5]([C:8]([NH:10][CH2:11][CH2:12][C:13]([O:15][CH2:16][CH3:17])=[O:14])=[O:9])=[N:6][CH:7]=1.[Cl:18][C:19]1[CH:24]=[CH:23][C:22](B(O)O)=[C:21]([CH:28]=[O:29])[CH:20]=1.C([O-])([O-])=O.[K+].[K+].O>O1CCOCC1.CCOC(C)=O.C1C=CC(P(C2C=CC=CC=2)[C-]2C=CC=C2)=CC=1.C1C=CC(P(C2C=CC=CC=2)[C-]2C=CC=C2)=CC=1.Cl[Pd]Cl.[Fe+2]>[Cl:18][C:19]1[CH:24]=[CH:23][C:22]([C:2]2[CH:3]=[CH:4][C:5]([C:8]([NH:10][CH2:11][CH2:12][C:13]([O:15][CH2:16][CH3:17])=[O:14])=[O:9])=[N:6][CH:7]=2)=[C:21]([CH:28]=[O:29])[CH:20]=1 |f:2.3.4,8.9.10.11|. Reported procedure: Ethyl 3-(5-bromopicolinamido)propanoate, prepared as in Example 1, (1.5 g, 5.0 mmol), (4-chloro-2-formylphenyl)boronic acid (1.0 g, 5.5 mmol), Pd(dppf)Cl2 (408 mg, 0.5 mmol), and K2CO3 (1.4 g, 10.0 mmol) were dissolved in 1,4-dioxane (20 mL) and water (5 mL) and heated to 80° C. After 3 h the resulting mixture was cooled to room temperature, diluted with EtOAc washed with water and brine, dried (Na2SO4), dry-packed onto silica gel and purified via column chromatography to yield the title compoun... Starting materials: O (water), N1=C(C=CC=C1C)C (2,6-Lutidine), ice, OC=1C2=C(C(=C(C=C2C(=C2CCCC(C12)=O)OC)C)\C=C\C)OCOC ((E)-9-hydroxy-10-methoxy-8-(methoxymethoxy)-6-methyl-7-(prop-1-enyl)-3,4-dihydroanthracen-1-one), potassium osmate dihydrate, I(=O)(=O)(=O)[O-].[Na+] (sodium periodate). The solvent is O1CCCC1 (tetrahydrofuran). Run at temperature 23 celsius, time 10 minute. Yields the product OC=1C=2C(CCCC2C(=C2C=C(C(=C(C12)OCOC)C=O)C)OC)=O (9-Hydroxy-10-methoxy-1-(methoxymethoxy)-3-methyl-8-oxo-5,6,7,8-tetrahydroanthracene-2-carbaldehyde). RXN SMILES: N1C(C)=CC=CC=1C.O[C:10]1[C:11]2[C:16]([C:17]([O:25][CH3:26])=[C:18]3[C:23]=1[C:22](=[O:24])[CH2:21][CH2:20][CH2:19]3)=[CH:15][C:14]([CH3:27])=[C:13](/[CH:28]=C/C)[C:12]=2[O:31][CH2:32][O:33][CH3:34].I([O-])(=O)(=O)=[O:36].[Na+].[OH2:41]>O1CCCC1>[OH:41][C:10]1[C:23]2[C:22](=[O:24])[CH2:21][CH2:20][CH2:19][C:18]=2[C:17]([O:25][CH3:26])=[C:16]2[C:11]=1[C:12]([O:31][CH2:32][O:33][CH3:34])=[C:13]([CH:28]=[O:36])[C:14]([CH3:27])=[CH:15]2 |f:2.3|. Reported procedure: 2,6-Lutidine (130 μL, 1.12 mmol, 2.0 equiv) was added to an ice-cooled mixture of (E)-9-hydroxy-10-methoxy-8-(methoxymethoxy)-6-methyl-7-(prop-1-enyl)-3,4-dihydroanthracen-1-one (200 mg, 0.56 mmol, 1 equiv), potassium osmate dihydrate (10 mg, 0.028 mmol, 0.05 equiv), and sodium periodate (480 mg, 2.24 mmol, 4.0 equiv) in a mixture of tetrahydrofuran (10 mL) and water (5 mL). After 10 min, the cooling bath was removed and the reaction flask was allowed to warm to 23° C. After 2.5 h, the reaction ...